From a dataset of the Open Reaction Database (ORD), a public repository of structured organic reaction records. describe an organic reaction: reactants, conditions, products, and yield Reactants: CC(=O)OC(C)=O, CN(C)c1ccncc1, Cc1ccccc1, Clc1ccc2c(c1)CNc1ccccc1CO2, c1ccncc1. The product is CC(=O)N1Cc2cc(Cl)ccc2OCc2ccccc21. As a reaction SMILES: [CH3:18][C:19](=[O:20])[O:21][C:22](=[O:23])[CH3:24].[CH3:31][N:32]([c:33]1[cH:34][cH:35][n:36][cH:37][cH:38]1)[CH3:39].[CH3:40][c:41]1[cH:42][cH:43][cH:44][cH:45][cH:46]1.[Cl:1][c:2]1[cH:3][c:4]2[c:5]([cH:16][cH:17]1)[O:6][CH2:7][c:8]1[c:9]([cH:12][cH:13][cH:14][cH:15]1)[NH:10][CH2:11]2.[cH:25]1[cH:26][cH:27][n:28][cH:29][cH:30]1>>[Cl:1][c:2]1[cH:3][c:4]2[c:5]([cH:16][cH:17]1)[O:6][CH2:7][c:8]1[c:9]([cH:12][cH:13][cH:14][cH:15]1)[N:10]([C:19]([CH3:18])=[O:20])[CH2:11]2. Reactants: C(C)N1CCN(CC1)C1=CC=C(C=O)C=C1 (4-(4-ethylpiperazinyl)benzaldehyde), [BH4-].[Na+] (sodium borohydride). Run in C(C)O (ethanol). Product: C(C)N1CCN(CC1)C1=CC=C(C=C1)CO ([4-(4-ethylpiperazinyl)phenyl]methan-1-ol). Reaction SMILES: [CH2:1]([N:3]1[CH2:8][CH2:7][N:6]([C:9]2[CH:16]=[CH:15][C:12]([CH:13]=[O:14])=[CH:11][CH:10]=2)[CH2:5][CH2:4]1)[CH3:2].[BH4-].[Na+]>C(O)C>[CH2:1]([N:3]1[CH2:8][CH2:7][N:6]([C:9]2[CH:16]=[CH:15][C:12]([CH2:13][OH:14])=[CH:11][CH:10]=2)[CH2:5][CH2:4]1)[CH3:2] |f:1.2|. Reported procedure: This compound was prepared in the manner of Step A, Example 5, using 0.4 gram (0.019 mole) of [4-(4-ethylpiperazinyl)benzaldehyde and 0.4 gram (0.01 mole) of sodium borohydride in 40 mL of absolute ethanol (available from J. T. Baker Inc.) The yield of the title compound was 0.3 gram. The NMR Spectrum was consistend with the proposed structure.